From a dataset of the Open Reaction Database (ORD), a public repository of structured organic reaction records. describe an organic reaction: reactants, conditions, products, and yield Reactants: CNN, CCO, O=C1CCN(Cc2cccc(Cl)c2)C(=O)C1. Yields the product CNN=C1CCN(Cc2cccc(Cl)c2)C(=O)C1. Reaction SMILES: [CH3:17][NH:18][NH2:19].[CH3:20][CH2:21][OH:22].[Cl:1][c:2]1[cH:3][c:4]([CH2:5][N:6]2[C:7](=[O:13])[CH2:8][C:9](=[O:12])[CH2:10][CH2:11]2)[cH:14][cH:15][cH:16]1>>[Cl:1][c:2]1[cH:3][c:4]([CH2:5][N:6]2[C:7](=[O:13])[CH2:8][C:9](=[N:19][NH:18][CH3:17])[CH2:10][CH2:11]2)[cH:14][cH:15][cH:16]1.